This data is from the Open Reaction Database (ORD), a public repository of structured organic reaction records. The task is: describe an organic reaction: reactants, conditions, products, and yield The reactants are Cc1ccccc1C(=O)Cl, CC1(C)NN(C2CCCCCCC2)C1=O. Yields the product Cc1ccccc1C(=O)N1N(C2CCCCCCC2)C(=O)C1(C)C. Reaction SMILES: [CH3:16][c:17]1[c:18]([C:19](=[O:20])[Cl:21])[cH:22][cH:23][cH:24][cH:25]1.[CH:1]1([N:9]2[NH:10][C:11]([CH3:14])([CH3:15])[C:12]2=[O:13])[CH2:2][CH2:3][CH2:4][CH2:5][CH2:6][CH2:7][CH2:8]1>>[CH:1]1([N:9]2[N:10]([C:19]([c:18]3[c:17]([CH3:16])[cH:25][cH:24][cH:23][cH:22]3)=[O:20])[C:11]([CH3:14])([CH3:15])[C:12]2=[O:13])[CH2:2][CH2:3][CH2:4][CH2:5][CH2:6][CH2:7][CH2:8]1. Starting materials: COc1ccc2c(ccn2CC2(c3ccccc3Br)OCCO2)n1, CO, Cl. Yields the product COc1ccc2c(ccn2CC(=O)c2ccccc2Br)n1. RXN SMILES: [Br:1][c:2]1[c:3]([C:8]2([CH2:13][n:14]3[cH:15][cH:16][c:17]4[n:18][c:19]([O:23][CH3:24])[cH:20][cH:21][c:22]34)[O:9][CH2:12][CH2:11][O:10]2)[cH:4][cH:5][cH:6][cH:7]1.[CH3:25][OH:26].[ClH:27]>>[Br:1][c:2]1[c:3]([C:8](=[O:9])[CH2:13][n:14]2[cH:15][cH:16][c:17]3[n:18][c:19]([O:23][CH3:24])[cH:20][cH:21][c:22]23)[cH:4][cH:5][cH:6][cH:7]1.